This data is from the Open Reaction Database (ORD), a public repository of structured organic reaction records. The task is: describe an organic reaction: reactants, conditions, products, and yield Starting materials: COCOc1ccc(CBr)cc1C(=O)Nc1cc(-c2ccccc2)ccc1C(=O)OC(C)(C)C, CN1CCNCC1, CC(C)=O. Product: COCOc1ccc(CN2CCN(C)CC2)cc1C(=O)Nc1cc(-c2ccccc2)ccc1C(=O)OC(C)(C)C. RXN SMILES: [Br:8][CH2:9][c:10]1[cH:11][cH:12][c:13]([O:38][CH2:39][O:40][CH3:41])[c:14]([C:15](=[O:16])[NH:17][c:18]2[c:19]([C:20](=[O:21])[O:22][C:23]([CH3:24])([CH3:25])[CH3:26])[cH:27][cH:28][c:29](-[c:31]3[cH:32][cH:33][cH:34][cH:35][cH:36]3)[cH:30]2)[cH:37]1.[CH3:1][N:2]1[CH2:3][CH2:4][NH:5][CH2:6][CH2:7]1.[CH3:42][C:43](=[O:44])[CH3:45]>>[CH3:1][N:2]1[CH2:3][CH2:4][N:5]([CH2:9][c:10]2[cH:11][cH:12][c:13]([O:38][CH2:39][O:40][CH3:41])[c:14]([C:15](=[O:16])[NH:17][c:18]3[c:19]([C:20](=[O:21])[O:22][C:23]([CH3:24])([CH3:25])[CH3:26])[cH:27][cH:28][c:29](-[c:31]4[cH:32][cH:33][cH:34][cH:35][cH:36]4)[cH:30]3)[cH:37]2)[CH2:6][CH2:7]1. The reactants are COc1ccc(-c2cnc3[nH]ccc3c2)cc1OC, O=S(=O)(Cl)Cl, c1ccccc1. The product is COc1ccc(-c2cnc3c(ccn3S(=O)(=O)c3ccccc3)c2)cc1OC. Reaction SMILES: [CH3:1][O:2][c:3]1[cH:4][c:5](-[c:11]2[cH:12][c:13]3[c:14]([n:15][cH:16]2)[nH:17][cH:18][cH:19]3)[cH:6][cH:7][c:8]1[O:9][CH3:10].[S:20](=[O:21])(=[O:22])([Cl:23])[Cl:24].[cH:25]1[cH:26][cH:27][cH:28][cH:29][cH:30]1>>[CH3:1][O:2][c:3]1[cH:4][c:5](-[c:11]2[cH:12][c:13]3[c:14]([n:15][cH:16]2)[n:17]([S:20](=[O:21])(=[O:22])[c:25]2[cH:26][cH:27][cH:28][cH:29][cH:30]2)[cH:18][cH:19]3)[cH:6][cH:7][c:8]1[O:9][CH3:10]. Reactants: [N+](=O)([O-])C=1C=C(COC2=CC=C(C=C2)C2=CC=CC=C2)C=C(C1)[N+](=O)[O-] (4-(3,5-dinitro-benzyloxy)-biphenyl), [H][H] (hydrogen). The reagents and catalysts are [Pt]=O (platinum oxide). Run in C(C)(=O)OCC (ethyl acetate). Yields the product C1(=CC=C(C=C1)OCC=1C=C(C=C(C1)N)N)C1=CC=CC=C1 (5-(biphenyl-4-yloxymethyl)-benzene-1,3-diamine). Reaction SMILES: [N+:1]([C:4]1[CH:5]=[C:6]([CH:21]=[C:22]([N+:24]([O-])=O)[CH:23]=1)[CH2:7][O:8][C:9]1[CH:14]=[CH:13][C:12]([C:15]2[CH:20]=[CH:19][CH:18]=[CH:17][CH:16]=2)=[CH:11][CH:10]=1)([O-])=O.[H][H]>C(OCC)(=O)C.[Pt]=O>[C:12]1([C:15]2[CH:16]=[CH:17][CH:18]=[CH:19][CH:20]=2)[CH:13]=[CH:14][C:9]([O:8][CH2:7][C:6]2[CH:5]=[C:4]([NH2:1])[CH:23]=[C:22]([NH2:24])[CH:21]=2)=[CH:10][CH:11]=1. Procedure details: 2.65 g of 4-(3,5-dinitro-benzyloxy)-biphenyl in 30 ml of ethyl acetate were exhaustively hydrogenated in a hydrogen atmosphere with the addition of 200 mg of platinum oxide. Subsequently, the reaction mixture was filtered over Dicalite and the filtrate was concentrated. The residue was recrystallized from ether/hexane and yielded 5-(biphenyl-4-yloxymethyl)-benzene-1,3-diamine in the form of colourless crystals, MS: m/z 290 ([M]+).